From a dataset of the Open Reaction Database (ORD), a public repository of structured organic reaction records. describe an organic reaction: reactants, conditions, products, and yield Yields the product COC(=O)c1cc(NC(=O)OCc2ccccc2)cc(C(=O)N(C)C)c1. Reaction SMILES: [CH2:32]1[O:33][CH2:34][CH2:35][CH2:36]1.[CH3:1][O:2][C:3]([c:4]1[cH:5][c:6]([C:7](=[O:8])[OH:9])[cH:10][c:11]([NH:13][C:14](=[O:15])[O:16][CH2:17][c:18]2[cH:19][cH:20][cH:21][cH:22][cH:23]2)[cH:12]1)=[O:24].[CH3:29][NH:30][CH3:31].[Cl-:40].[Cl:37][CH2:38][Cl:39].[NH4+:41].[S:25]([Cl:26])([Cl:27])=[O:28]>>[CH3:1][O:2][C:3]([c:4]1[cH:5][c:6]([C:7](=[O:8])[N:30]([CH3:29])[CH3:31])[cH:10][c:11]([NH:13][C:14](=[O:15])[O:16][CH2:17][c:18]2[cH:19][cH:20][cH:21][cH:22][cH:23]2)[cH:12]1)=[O:24]. The reactants are C1CCOC1, COC(=O)c1cc(NC(=O)OCc2ccccc2)cc(C(=O)O)c1, CNC, [Cl-], ClCCl, [NH4+], O=S(Cl)Cl. Reactants: NCC(C)(C)N (1,2-diamino-2-methylpropane), C(CCCCC)#N (hexanenitrile). Run in C(=S)=S (carbon disulfide). Yields the product CC1(N=C(NC1)CCCCC)C (4,4-Dimethyl-2-pentyl-2-imidazoline). Isolated yield 73.3%. RXN SMILES: [NH2:1][CH2:2][C:3]([NH2:6])([CH3:5])[CH3:4].[C:7](#N)[CH2:8][CH2:9][CH2:10][CH2:11][CH3:12]>C(=S)=S>[CH3:4][C:3]1([CH3:5])[CH2:2][NH:1][C:7]([CH2:8][CH2:9][CH2:10][CH2:11][CH3:12])=[N:6]1. Procedure details: 8.41 g (95.4 mmoles) of 1,2-diamino-2-methylpropane, 7.4 g (76.16 mmoles) of hexanenitrile and 0.4 ml of carbon disulfide were heated at 125° C. for 24 hours and then worked up as under Example 23. Distillation at 105°-107° C./0.5 mm gave 9.4 g (73.4%) of product. Reactants: BrC1=CC=C(C=C1)[C@H](C)N(C(OC(C)(C)C)=O)CC/C(/C1=CC=CC=C1)=N/SC(C)(C)C ((S,Z)-tert-butyl 1-(4-bromophenyl)ethyl(3-(tert-butylthioimino)-3-phenylpropyl)carbamate), CC(C[Mg]Cl)=C ((2-methylallyl)magnesium chloride), C1CCOC1 (THF). Reaction conditions: time 2 hour. Procedure details: To a solution of (S,Z)-tert-butyl 1-(4-bromophenyl)ethyl(3-(tert-butylthioimino)-3-phenylpropyl)carbamate (20 g, 0.037 mol) in THF (200 mL) was added (2-methylallyl)magnesium chloride (5.0 g, 0.044 mol) under nitrogen at −78° C. The mixture was stirred for 2 h. The reaction was quenched with satd aq NH4Cl. The organic phase was separated and concentrated to give crude tert-butyl(S)-1-(4-bromophenyl)ethyl(3-((R)-1,1-dimethylethylsulfinamido)-5-methyl-3-phenylhex-5-enyl)carbamate (6.5 g, 30%), whi... Yield: 30.0%. Yields the product BrC1=CC=C(C=C1)[C@H](C)N(C(OC(C)(C)C)=O)CCC(CC(=C)C)(C1=CC=CC=C1)N[S@](=O)C(C)(C)C (tert-butyl(S)-1-(4-bromophenyl)ethyl(3-((R)-1,1-dimethylethylsulfinamido)-5-methyl-3-phenylhex-5-enyl)carbamate). RXN SMILES: [Br:1][C:2]1[CH:7]=[CH:6][C:5]([C@@H:8]([N:10]([CH2:18][CH2:19]/[C:20](=[N:27]/[S:28][C:29]([CH3:32])([CH3:31])[CH3:30])/[C:21]2[CH:26]=[CH:25][CH:24]=[CH:23][CH:22]=2)[C:11](=[O:17])[O:12][C:13]([CH3:16])([CH3:15])[CH3:14])[CH3:9])=[CH:4][CH:3]=1.[CH3:33][C:34](=[CH2:38])[CH2:35][Mg]Cl.C1C[O:42]CC1>>[Br:1][C:2]1[CH:3]=[CH:4][C:5]([C@@H:8]([N:10]([CH2:18][CH2:19][C:20]([NH:27][S@@:28]([C:29]([CH3:31])([CH3:30])[CH3:32])=[O:42])([C:21]2[CH:22]=[CH:23][CH:24]=[CH:25][CH:26]=2)[CH2:35][C:34]([CH3:33])=[CH2:38])[C:11](=[O:17])[O:12][C:13]([CH3:14])([CH3:16])[CH3:15])[CH3:9])=[CH:6][CH:7]=1. Starting materials: aqueous solution, [OH-].[Na+] (sodium hydroxide), FC1=CC=C(C=C1)S (4-Fluorobenzenethiol), BrCCO (2-bromoethanol). The solvent is O1CCCC1 (tetrahydrofuran), C(C)(=O)OCC.CCCCCC (ethyl acetate hexane). Run at temperature 80 celsius. Product: FC1=CC=C(C=C1)SCCO (2-(4-fluorophenylthio)ethanol). As a reaction SMILES: [F:1][C:2]1[CH:7]=[CH:6][C:5]([SH:8])=[CH:4][CH:3]=1.Br[CH2:10][CH2:11][OH:12].[OH-].[Na+]>O1CCCC1.C(OCC)(=O)C.CCCCCC>[F:1][C:2]1[CH:7]=[CH:6][C:5]([S:8][CH2:10][CH2:11][OH:12])=[CH:4][CH:3]=1 |f:2.3,5.6|. Procedure details: 4-Fluorobenzenethiol (0.50 ml, 4.69 mmol) and 2-bromoethanol (0.345 ml, 4.87 mmol) was dissolved in tetrahydrofuran (12 ml). The solution was added with 1N aqueous solution of sodium hydroxide (4.8 ml,4.8 mmol) and heated at 80° C. for 80 minutes with stirring. The reaction mixture was diluted with a mixed solvent of ethyl acetate-hexane, and washed with diluted aqueous solution of sodium hydroxide, water, and then with saturated brine, and dried over magnesium sulfate. Insoluble solids were rem... The reactants are IC (iodomethane), C(C)(C)(C)OC(NC(C(C1SCCCS1)=NNC(=S)N)C)=O (tert-butyl-2-[(aminocarbonothioyl)hydrazono]-2-(1,3-dithian-2-yl)-1-methylethylcarbamate), C(C)(C)(C)OC(NC(C(C1SCCCS1)=NNC(=S)N)C)=O (tert-butyl-2-[(aminocarbonothioyl)hydrazono]-2-(1,3-dithian-2-yl)-1-methylethylcarbamate), C([O-])([O-])=O.[Ca+2] (calcium carbonate). Solvent: C(C)#N (acetonitrile), O (water). Conditions: temperature 40 celsius. Yields the product CSC=1N=NC(=CN1)C(C)NC(OC(C)(C)C)=O (tert-butyl 1-[3-(methylthio)-1,2,4-triazin-6-yl]ethylcarbamate). Isolated yield 17.1%. Reaction SMILES: [C:1]([O:5][C:6](=[O:22])[NH:7][CH:8]([CH3:21])[C:9](=[N:16][NH:17][C:18]([NH2:20])=[S:19])[CH:10]1SCCCS1)([CH3:4])([CH3:3])[CH3:2].[C:23](=O)([O-])[O-].[Ca+2].IC>C(#N)C.O>[CH3:23][S:19][C:18]1[N:17]=[N:16][C:9]([CH:8]([NH:7][C:6](=[O:22])[O:5][C:1]([CH3:4])([CH3:3])[CH3:2])[CH3:21])=[CH:10][N:20]=1 |f:1.2|. Procedure: To a mechanically stirred solution of tert-butyl-2-[(aminocarbonothioyl)hydrazono]-2-(1,3-dithian-2-yl)-1-methylethylcarbamate (Intermediate 2) (600 g, 1.6 mol) in acetonitrile (11 L) and water (1.3 L) was added calcium carbonate (490 g, 4.9 mol) followed by slow addition of iodomethane (2.3 kg, 16 mol) using an addition funnel. After the addition was complete, the solution was heated to 40° C. for 24 hours. The solution was allowed to cool to room temperature and concentrated under reduced pres... Starting materials: BrCC(=C)C (3-bromo-2-methylpropene), CN(C)C=O (DMF), CC1=C(C=C(C=C1C)C)O (2,3,5-trimethylphenol), C([O-])([O-])=O.[K+].[K+] (potassium carbonate). Run in O (water), C(C)(=O)OCC (ethyl acetate). Run at temperature 80 celsius, time 15 hour. Product: CC1=C(C(=CC(=C1)C)OCC(=C)C)C (1,2,5-trimethyl-3-[(2-methylprop-2-en-1-yl)oxy]benzene). Yield: 96.0%. As a reaction SMILES: Br[CH2:2][C:3]([CH3:5])=[CH2:4].CN(C=O)C.[CH3:11][C:12]1[C:17]([CH3:18])=[CH:16][C:15]([CH3:19])=[CH:14][C:13]=1[OH:20].C(=O)([O-])[O-].[K+].[K+]>O.C(OCC)(=O)C>[CH3:18][C:17]1[CH:16]=[C:15]([CH3:19])[CH:14]=[C:13]([O:20][CH2:4][C:3]([CH3:5])=[CH2:2])[C:12]=1[CH3:11] |f:3.4.5|. Reported procedure: 3-bromo-2-methylpropene (29.8 g, 221 mmol) was added to a mixture of DMF (130 mL) containing 2,3,5-trimethylphenol (25.0 g, 184 mmol) and potassium carbonate (50.9 g, 368 mmol), and the resulting mixture was stirred at 80° C. for 15 hours. After cooled to room temperature, the reaction solution was distributed using ethyl acetate and water. The organic layer was washed with saturated saline, and then dried using anhydrous magnesium sulfate. The solvent was removed under reduced pressure, and the... Reactants: ClCCl, CC1=C(c2cc(C)ccc2N)C(=O)CC1, Cc1ccc(S(=O)(=O)Cl)cc1, c1ccncc1. Product: CC1=C(c2cc(C)ccc2NS(=O)(=O)c2ccc(C)cc2)C(=O)CC1. Reaction SMILES: [CH2:33]([Cl:34])[Cl:35].[NH2:1][c:2]1[c:3]([C:9]2=[C:13]([CH3:14])[CH2:12][CH2:11][C:10]2=[O:15])[cH:4][c:5]([CH3:8])[cH:6][cH:7]1.[c:22]1([CH3:32])[cH:23][cH:24][c:25]([S:28](=[O:29])(=[O:30])[Cl:31])[cH:26][cH:27]1.[cH:16]1[cH:17][cH:18][n:19][cH:20][cH:21]1>>[NH:1]([c:2]1[c:3]([C:9]2=[C:13]([CH3:14])[CH2:12][CH2:11][C:10]2=[O:15])[cH:4][c:5]([CH3:8])[cH:6][cH:7]1)[S:28]([c:25]1[cH:24][cH:23][c:22]([CH3:32])[cH:27][cH:26]1)(=[O:29])=[O:30].